The task is: describe an organic reaction: reactants, conditions, products, and yield. This data is from the Open Reaction Database (ORD), a public repository of structured organic reaction records. Run at time 40 minute. Reported procedure: 0.99 g of (2S, 4S)-4-(4-methoxybenzylthio)-2-[3-(N-4-nitrobenzyloxycarbonylacetimidoylamino)azetidin-1-ylcarbonyl]-1-(4-nitrobenzyloxycarbonyl)pyrrolidine [prepared as described in step (a) above] was dissolved in 1.49 ml of anisole, and 10 ml of trifluoroacetic acid and 0.24 ml of trifluoromethanesulfonic acid were added dropwise to the resulting solution. The resulting mixture was stirred at the same temperature for 40 minutes and then at room temperature for 50 minutes, after which 1,2-dichlo... Solvent: C1(=CC=CC=C1)OC (anisole). As a reaction SMILES: COC1C=CC(C[S:8][C@@H:9]2[CH2:13][N:12]([C:14]([O:16][CH2:17][C:18]3[CH:23]=[CH:22][C:21]([N+:24]([O-:26])=[O:25])=[CH:20][CH:19]=3)=[O:15])[C@H:11]([C:27]([N:29]3[CH2:32][CH:31]([NH:33][C:34](=[NH:49])[CH2:35][C:36]([O:38][CH2:39][C:40]4[CH:45]=[CH:44][C:43]([N+:46]([O-:48])=[O:47])=[CH:42][CH:41]=4)=[O:37])[CH2:30]3)=[O:28])[CH2:10]2)=CC=1.FC(F)(F)C(O)=O.FC(F)(F)S(O)(=O)=O.ClCCCl>C1(OC)C=CC=CC=1>[SH:8][C@@H:9]1[CH2:13][N:12]([C:14]([O:16][CH2:17][C:18]2[CH:23]=[CH:22][C:21]([N+:24]([O-:26])=[O:25])=[CH:20][CH:19]=2)=[O:15])[C@H:11]([C:27]([N:29]2[CH2:32][CH:31]([NH:33][C:34](=[NH:49])[CH2:35][C:36]([O:38][CH2:39][C:40]3[CH:41]=[CH:42][C:43]([N+:46]([O-:48])=[O:47])=[CH:44][CH:45]=3)=[O:37])[CH2:30]2)=[O:28])[CH2:10]1. The reactants are ClCCCl (1,2-dichloroethane), FC(C(=O)O)(F)F (trifluoroacetic acid), FC(S(=O)(=O)O)(F)F (trifluoromethanesulfonic acid), COC1=CC=C(CS[C@H]2C[C@H](N(C2)C(=O)OCC2=CC=C(C=C2)[N+](=O)[O-])C(=O)N2CC(C2)NC(CC(=O)OCC2=CC=C(C=C2)[N+](=O)[O-])=N)C=C1 ((2S, 4S)-4-(4-methoxybenzylthio)-2-[3-(N-4-nitrobenzyloxycarbonylacetimidoylamino)azetidin-1-ylcarbonyl]-1-(4-nitrobenzyloxycarbonyl)pyrrolidine). Yields the product S[C@H]1C[C@H](N(C1)C(=O)OCC1=CC=C(C=C1)[N+](=O)[O-])C(=O)N1CC(C1)NC(CC(=O)OCC1=CC=C(C=C1)[N+](=O)[O-])=N ((2S, 4S)-4-Mercapto-2-[3-(N-4-nitrobenzyloxycarbonylacetimidoylamino)azetidin-1-ylcarbonyl]-1-(4-nitrobenzyloxycarbonyl)pyrrolidine). Yield: 99.4%. Starting materials: C1CCNC1, CCO, [K+], CNc1cc(Cl)nc(N)[n+]1[O-], [OH-]. Yields the product CNc1cc(N2CCCC2)nc(N)[n+]1[O-]. As a reaction SMILES: [CH2:12]1[CH2:13][CH2:14][NH:15][CH2:16]1.[CH3:19][CH2:20][OH:21].[K+:18].[NH2:1][c:2]1[n:3][c:4]([Cl:11])[cH:5][c:6]([NH:9][CH3:10])[n+:7]1[O-:8].[OH-:17]>>[NH2:1][c:2]1[n:3][c:4]([N:15]2[CH2:14][CH2:13][CH2:12][CH2:16]2)[cH:5][c:6]([NH:9][CH3:10])[n+:7]1[O-:8]. Reactants: S(=O)(Cl)Cl (Thionyl chloride), N(=[N+]=[N-])C=1C=C(C(=O)O)C=CC1[C@@H](C)NC(=O)OCC1=CC=CC=C1 ((R)-3-azido-4-(1-benzyloxycarbonylaminoethyl)benzoic acid). Reagents/catalysts: CN(C=O)C (dimethylformamide). The solvent is ClCCl (dichloromethane). Yields the product N(=[N+]=[N-])C=1C=C(C(=O)Cl)C=CC1[C@@H](C)NC(=O)OCC1=CC=CC=C1 ((R)-3-azido-4-(1-benzyloxycarbonylaminoethyl)benzoyl chloride). Reaction SMILES: S(Cl)([Cl:3])=O.[N:5]([C:8]1[CH:9]=[C:10]([CH:14]=[CH:15][C:16]=1[C@H:17]([NH:19][C:20]([O:22][CH2:23][C:24]1[CH:29]=[CH:28][CH:27]=[CH:26][CH:25]=1)=[O:21])[CH3:18])[C:11](O)=[O:12])=[N+:6]=[N-:7]>CN(C)C=O.ClCCl>[N:5]([C:8]1[CH:9]=[C:10]([CH:14]=[CH:15][C:16]=1[C@H:17]([NH:19][C:20]([O:22][CH2:23][C:24]1[CH:29]=[CH:28][CH:27]=[CH:26][CH:25]=1)=[O:21])[CH3:18])[C:11]([Cl:3])=[O:12])=[N+:6]=[N-:7]. Reported procedure: Thionyl chloride (4 ml) and dimethylformamide (1 drop) were added to a solution of (R)-3-azido-4-(1-benzyloxycarbonylaminoethyl)benzoic acid in dichloromethane (20 ml), and the mixture was refluxed under heating for 2 hours. After the reaction, the solvent was evaporated under reduced pressure. The obtained residue was boiled with benzene to give 1.65 g of (R)-3-azido-4-(1-benzyloxycarbonylaminoethyl)benzoyl chloride as yellow crystals. Reactants: COS(=O)(=O)OC, COCC(C=O)=CN(C)C, CO, [Na+], [OH-], O. Yields the product COC=C(C=O)COC. Reaction SMILES: [CH3:13][O:14][S:15]([O:16][CH3:17])(=[O:18])=[O:19].[CH3:1][N:2]([CH:3]=[C:4]([CH:5]=[O:6])[CH2:7][O:8][CH3:9])[CH3:10].[CH3:20][OH:21].[Na+:12].[OH-:11].[OH2:22]>>[CH:3](=[C:4]([CH:5]=[O:6])[CH2:7][O:8][CH3:9])[O:14][CH3:13]. Reactants: COCCOc1cc2cc(Nc3cc(C)[nH]n3)nc(O)c2cc1OCCOC, O=P(Cl)(Cl)Cl. Yields the product COCCOc1cc2cc(Nc3cc(C)[nH]n3)nc(Cl)c2cc1OCCOC. RXN SMILES: [CH3:1][O:2][CH2:3][CH2:4][O:5][c:6]1[cH:7][c:8]2[cH:9][c:10]([NH:22][c:23]3[n:24][nH:25][c:26]([CH3:28])[cH:27]3)[n:11][c:12]([OH:21])[c:13]2[cH:14][c:15]1[O:16][CH2:17][CH2:18][O:19][CH3:20].[P:29]([Cl:30])([Cl:31])([Cl:32])=[O:33]>>[CH3:1][O:2][CH2:3][CH2:4][O:5][c:6]1[cH:7][c:8]2[cH:9][c:10]([NH:22][c:23]3[n:24][nH:25][c:26]([CH3:28])[cH:27]3)[n:11][c:12]([Cl:31])[c:13]2[cH:14][c:15]1[O:16][CH2:17][CH2:18][O:19][CH3:20]. Reactants: ClC=1C=2N(C3=CC=C(C=C3N1)[N+](=O)[O-])C(=NN2)C(=O)OCC (4-chloro-1-ethoxycarbonyl-7-nitro[1,2,4]triazolo[4,3-a]quinoxaline), C(C)(=O)O (acetic acid). Reaction conditions: temperature 25 celsius. Product: C(C)OC(=O)C1=NN=C2N1C1=CC=C(C=C1NC2=O)[N+](=O)[O-] (1-Ethoxycarbonyl-7-nitro[1,2,4]triazolo[4,3-a]quinoxalin-4(5H)-one). The yield is 90.0%. As a reaction SMILES: Cl[C:2]1[C:3]2[N:4]([C:15]([C:18]([O:20][CH2:21][CH3:22])=[O:19])=[N:16][N:17]=2)[C:5]2[C:10]([N:11]=1)=[CH:9][C:8]([N+:12]([O-:14])=[O:13])=[CH:7][CH:6]=2.C(O)(=[O:25])C>>[CH2:21]([O:20][C:18]([C:15]1[N:4]2[C:5]3[C:10]([NH:11][C:2](=[O:25])[C:3]2=[N:17][N:16]=1)=[CH:9][C:8]([N+:12]([O-:14])=[O:13])=[CH:7][CH:6]=3)=[O:19])[CH3:22]. Reported procedure: A mixture of 1.5 g (~4.7 mmol) of 4-chloro-1-ethoxycarbonyl-7-nitro[1,2,4]triazolo[4,3-a]quinoxaline and 25 ml of glacial acetic acid was refluxed for 60 min. After cooling to 25° C. the precipitate was filtered off to give 1.5 g of a crude product. Purification by column chromatography (silica gel; eluent: ethyl acetate) gave 1.2 g (~90%) of the title compound. The reactants are C(C)(C)(C)C1=C(C=C(C=C1)C(=O)OC)NC(CC(CC(C)C)C1=C(C=C(C=C1)C=O)OC)=O (N-(2-t-butyl-5-methoxycarbonylphenyl)-3-(4-formyl-2-methoxyphenyl)-5-methylhexanamide), C(C)(C)(C)C1=C(C=C(C=C1)C(=O)O)NC(CC(CCCCC)C1=C(C=C(C=C1)C(CC)=O)OC)=O (N-(2-t-butyl-5-carboxyphenyl)-3-(2-methoxy-4-propionylphenyl)octanamide). Yields the product C(C)(C)(C)C1=C(C=C(C=C1)C(=O)O)NC(CC(CC(C)C)C1=C(C=C(C=C1)C(CC)=O)OC)=O (N-(2-t-Butyl-5-carboxyphenyl)-3-(4-propionyl-2-methoxyphenyl)-5-methylhexanamide). As a reaction SMILES: [C:1]([C:5]1[CH:10]=[CH:9][C:8]([C:11]([O:13]C)=[O:12])=[CH:7][C:6]=1[NH:15][C:16](=[O:33])[CH2:17][CH:18]([C:23]1[CH:28]=[CH:27][C:26]([CH:29]=[O:30])=[CH:25][C:24]=1[O:31][CH3:32])[CH2:19][CH:20]([CH3:22])[CH3:21])([CH3:4])([CH3:3])[CH3:2].[C:34](C1C=CC(C(O)=O)=CC=1NC(=O)CC(C1C=CC(C(=O)CC)=CC=1OC)CCCCC)(C)(C)[CH3:35]>>[C:1]([C:5]1[CH:10]=[CH:9][C:8]([C:11]([OH:13])=[O:12])=[CH:7][C:6]=1[NH:15][C:16](=[O:33])[CH2:17][CH:18]([C:23]1[CH:28]=[CH:27][C:26]([C:29](=[O:30])[CH2:34][CH3:35])=[CH:25][C:24]=1[O:31][CH3:32])[CH2:19][CH:20]([CH3:22])[CH3:21])([CH3:4])([CH3:3])[CH3:2]. Reported procedure: Using N-(2-t-butyl-5-methoxycarbonylphenyl)-3-(4-formyl-2-methoxyphenyl)-5-methylhexanamide (prepared as described in Preparation 63B), the procedure described in Preparation 64B was repeated to give the title compound as a foam-like substance. The reactants are NOCc1ccccc1, CC(=O)c1ccc2nnc(Cc3ccc4ncccc4c3)n2n1. Product: CC(=NOCc1ccccc1)c1ccc2nnc(Cc3ccc4ncccc4c3)n2n1. As a reaction SMILES: [CH2:24]([c:25]1[cH:26][cH:27][cH:28][cH:29][cH:30]1)[O:31][NH2:32].[n:1]1[cH:2][cH:3][cH:4][c:5]2[cH:6][c:7]([CH2:11][c:12]3[n:13][n:14][c:15]4[n:16]3[n:17][c:18]([C:21]([CH3:22])=[O:23])[cH:19][cH:20]4)[cH:8][cH:9][c:10]12>>[n:1]1[cH:2][cH:3][cH:4][c:5]2[cH:6][c:7]([CH2:11][c:12]3[n:13][n:14][c:15]4[n:16]3[n:17][c:18]([C:21]([CH3:22])=[N:32][O:31][CH2:24][c:25]3[cH:26][cH:27][cH:28][cH:29][cH:30]3)[cH:19][cH:20]4)[cH:8][cH:9][c:10]12. Starting materials: C1CCOC1, COc1ccc(C2CCC(=O)CC2)cc1. Yields the product COc1ccc(C2CCC(O)CC2)cc1. Reaction SMILES: [CH2:16]1[O:17][CH2:18][CH2:19][CH2:20]1.[CH3:1][O:2][c:3]1[cH:4][cH:5][c:6]([CH:9]2[CH2:10][CH2:11][C:12](=[O:15])[CH2:13][CH2:14]2)[cH:7][cH:8]1>>[CH3:1][O:2][c:3]1[cH:4][cH:5][c:6]([CH:9]2[CH2:10][CH2:11][CH:12]([OH:15])[CH2:13][CH2:14]2)[cH:7][cH:8]1. The reactants are C(C)SC=1SC(=C(N1)N)C#N (2-ethylmercapto-4-amino-5-cyano-thiazole), S (hydrogen sulfide). The product is C(C)SC=1SC(=C(N1)N)C(N)=S (2-ethylmercapto-4-amino-5-thiocarbamoylthiazole). Yield: 49.0%. RXN SMILES: [CH2:1]([S:3][C:4]1[S:5][C:6]([C:10]#[N:11])=[C:7]([NH2:9])[N:8]=1)[CH3:2].[SH2:12]>>[CH2:1]([S:3][C:4]1[S:5][C:6]([C:10](=[S:12])[NH2:11])=[C:7]([NH2:9])[N:8]=1)[CH3:2]. Procedure: 55.5 parts of 2-ethylmercapto-4-amino-5-cyano-thiazole are reacted with 20 parts of hydrogen sulfide as described in Example 1(a). 32.1 parts of 2-ethylmercapto-4-amino-5-thiocarbamoylthiazole (49% of theory) of melting point 180°-183° C. are obtained.